This data is from the Open Reaction Database (ORD), a public repository of structured organic reaction records. The task is: describe an organic reaction: reactants, conditions, products, and yield Reactants: FC1=CC=C(C=C1)COC1=CC(=C(C=C1)N1N=NN(C1=O)CCCF)F (1-[4-(4-fluorophenylmethoxy)-2-fluorophenyl]-1,4-dihydro-4-(3-fluoropropyl)-5H-tetrazol-5-one), Br (hydrobromic acid). The solvent is C(C)(=O)O (acetic acid). Yields the product FC1=C(C=CC(=C1)O)N1N=NN(C1=O)CCCF (1-(2-fluoro-4-hydroxy-phenyl)-1,4-dihydro-4-(3-fluoropropyl)-5H-tetrazol-5-one). Isolated yield 111.0%. Reaction SMILES: FC1C=CC(C[O:9][C:10]2[CH:15]=[CH:14][C:13]([N:16]3[C:20](=[O:21])[N:19]([CH2:22][CH2:23][CH2:24][F:25])[N:18]=[N:17]3)=[C:12]([F:26])[CH:11]=2)=CC=1.Br>C(O)(=O)C>[F:26][C:12]1[CH:11]=[C:10]([OH:9])[CH:15]=[CH:14][C:13]=1[N:16]1[C:20](=[O:21])[N:19]([CH2:22][CH2:23][CH2:24][F:25])[N:18]=[N:17]1. Procedure details: To a solution of 5.60 g (0.0153 mole) of 1-[4-(4-fluorophenylmethoxy)-2-fluorophenyl]-1,4-dihydro-4-(3-fluoropropyl)-5H-tetrazol-5-one in 60 mL of glacial acetic acid was added 5 mL of 49% hydrobromic acid. This mixture was heated at reflux for 90 minutes, after which it was cooled to room temperature. The reaction mixture was then poured over ice, and the resulting aqueous solution was extracted with diethyl ether. The combined extract was dried over magnesium sulfate, filtered, and the solvent... Reactants: [Li]CCCC, CCOC(=O)Cl, Cl, C1CCOC1, O=Cc1ccoc1. Reaction SMILES: [CH3:1][CH2:2][CH2:3][CH2:4][Li:5].[Cl:13][C:14](=[O:15])[O:16][CH2:17][CH3:18].[ClH:19].[O:20]1[CH2:21][CH2:22][CH2:23][CH2:24]1.[o:6]1[cH:7][c:8]([CH:11]=[O:12])[cH:9][cH:10]1>>[o:6]1[c:7]([C:14](=[O:15])[O:16][CH2:17][CH3:18])[c:8]([CH:11]=[O:12])[cH:9][cH:10]1. Product: CCOC(=O)c1occc1C=O. Starting materials: CN(C)CC(=O)O, [Cu]I, [K+], [K+], [K+], Nc1ccc(I)cn1, CN(C)C=O, O, O=P([O-])([O-])[O-], O=C(O)c1cccc(S)c1. Product: Nc1ccc(Sc2cccc(C(=O)O)c2)cn1. As a reaction SMILES: [CH3:19][N:20]([CH2:21][C:22](=[O:23])[OH:24])[CH3:25].[Cu:39][I:40].[K+:31].[K+:32].[K+:33].[NH2:1][c:2]1[n:3][cH:4][c:5]([I:8])[cH:6][cH:7]1.[O:34]=[CH:35][N:36]([CH3:37])[CH3:38].[OH2:41].[P:26]([O-:27])([O-:28])([O-:29])=[O:30].[SH:9][c:10]1[cH:11][c:12]([C:13](=[O:14])[OH:15])[cH:16][cH:17][cH:18]1>>[NH2:1][c:2]1[n:3][cH:4][c:5]([S:9][c:10]2[cH:11][c:12]([C:13](=[O:14])[OH:15])[cH:16][cH:17][cH:18]2)[cH:6][cH:7]1. The solvent is C(C)O (ethanol). Procedure: A mixture of 13.3 g of 2,4-thiazolidinedione and 12.3 g of o-anisidine was dissolved in 100 ml of warm ethanol at 55° to 70° C. The solution was cooled to about 30° C, and 9.1 ml of 37% formaldehyde solution was added and stirred overnight. The resulting precipitate was filtered to give 22.5 g of N-(2-methoxyphenylaminomethyl)-2,4-thiazolidinedione, mp 88.5°-91° C; identified by IR and NMR. Reaction SMILES: [S:1]1[CH2:5][C:4](=[O:6])[NH:3][C:2]1=[O:7].[CH3:8][O:9][C:10]1[C:11]([NH2:16])=[CH:12][CH:13]=[CH:14][CH:15]=1.[CH2:17]=O>C(O)C>[CH3:8][O:9][C:10]1[CH:15]=[CH:14][CH:13]=[CH:12][C:11]=1[NH:16][CH2:17][N:3]1[C:4](=[O:6])[CH2:5][S:1][C:2]1=[O:7]. Reactants: S1C(NC(C1)=O)=O (2,4-thiazolidinedione), COC=1C(=CC=CC1)N (o-anisidine), C=O (formaldehyde). Product: COC1=C(C=CC=C1)NCN1C(SCC1=O)=O (N-(2-methoxyphenylaminomethyl)-2,4-thiazolidinedione). Run at temperature 30 celsius, time 8 hour.